Dataset: the Open Reaction Database (ORD), a public repository of structured organic reaction records. Task: describe an organic reaction: reactants, conditions, products, and yield Reactants: C[Si](C)(C)CC#N (trimethylsilylacetonitrile), O (water), BrC1=CC(=C(N(C)C)C(=C1)Cl)Cl (4-bromo-2,6-dichloro-N,N-dimethylaniline), CC1(C2=C(C(=CC=C2)P(C3=CC=CC=C3)C4=CC=CC=C4)OC5=C(C=CC=C51)P(C6=CC=CC=C6)C7=CC=CC=C7)C (xantphos). Reagents/catalysts: [F-].[Zn+2].[F-] (zinc fluoride), C=1C=CC(=CC1)/C=C/C(=O)/C=C/C2=CC=CC=C2.C=1C=CC(=CC1)/C=C/C(=O)/C=C/C2=CC=CC=C2.C=1C=CC(=CC1)/C=C/C(=O)/C=C/C2=CC=CC=C2.[Pd].[Pd] (tris(dibenzylideneacetone)-dipalladium). Run in C(C)(=O)OCC (ethyl acetate), CN(C)C=O (DMF). Reaction conditions: temperature 90 celsius. Product: ClC=1C=C(C=C(C1N(C)C)Cl)CC#N ([3,5-Dichloro-4-(dimethylamino)phenyl]acetonitrile). Reaction SMILES: Br[C:2]1[CH:10]=[C:9]([Cl:11])[C:5]([N:6]([CH3:8])[CH3:7])=[C:4]([Cl:12])[CH:3]=1.CC1(C)C2C(=C(P(C3C=CC=CC=3)C3C=CC=CC=3)C=CC=2)OC2C(P(C3C=CC=CC=3)C3C=CC=CC=3)=CC=CC1=2.C[Si]([CH2:59][C:60]#[N:61])(C)C.O>CN(C=O)C.C1C=CC(/C=C/C(/C=C/C2C=CC=CC=2)=O)=CC=1.C1C=CC(/C=C/C(/C=C/C2C=CC=CC=2)=O)=CC=1.C1C=CC(/C=C/C(/C=C/C2C=CC=CC=2)=O)=CC=1.[Pd].[Pd].[F-].[Zn+2].[F-].C(OCC)(=O)C>[Cl:12][C:4]1[CH:3]=[C:2]([CH2:59][C:60]#[N:61])[CH:10]=[C:9]([Cl:11])[C:5]=1[N:6]([CH3:8])[CH3:7] |f:5.6.7.8.9,10.11.12|. Procedure details: In a glass tube with screw-on lid, 2 g (7.43 mmol) of 4-bromo-2,6-dichloro-N,N-dimethylaniline (known from European Journal of Organic Chemistry (2006), (19), 4398-4404) are initially charged with 86 mg (0.14 mmol) of xantphos and 136 mg (0.14 mmol) of tris(dibenzylideneacetone)-dipalladium in 10 ml of DMF. 1.01 g (8.92 mmol) of trimethylsilylacetonitrile and 0.46 g (4.46 mmol) of zinc fluoride are then added, and in the closed vessel the reaction is heated at 90° C. for 16 hours. The reaction m... Reactants: CC(C)(C)[O-], [K+], COC(=O)CSC1CCCc2nc3ccccc3c(N)c21, C1CCOC1. Yields the product O=C1CSC2CCCc3nc4ccccc4c(c32)N1. Reaction SMILES: [CH3:22][C:23]([CH3:24])([O-:25])[CH3:26].[K+:27].[NH2:1][c:2]1[c:3]2[cH:4][cH:5][cH:6][cH:7][c:8]2[n:9][c:10]2[c:15]1[CH:14]([S:16][CH2:17][C:18]([O:20][CH3:19])=[O:21])[CH2:13][CH2:12][CH2:11]2.[O:28]1[CH2:29][CH2:30][CH2:31][CH2:32]1>>[NH:1]1[c:2]2[c:3]3[cH:4][cH:5][cH:6][cH:7][c:8]3[n:9][c:10]3[c:15]2[CH:14]([CH2:13][CH2:12][CH2:11]3)[S:16][CH2:17][C:18]1=[O:20]. Starting materials: carbonyl, 3-hydroxy-1-propionaldehyde, carbonyl, C(=O)C=C (acrolein), 3-allyloxy-1-propionaldehyde, C(C=C)OCC=C (diallyl ether). The product is C(C=C)OCCCOCC=C (1,3-diallyloxypropane). Reaction SMILES: [CH:1]([CH:3]=[CH2:4])=[O:2].[CH2:5]([O:8][CH2:9][CH:10]=[CH2:11])[CH:6]=[CH2:7]>>[CH2:1]([O:2][CH2:11][CH2:10][CH2:9][O:8][CH2:5][CH:6]=[CH2:7])[CH:3]=[CH2:4]. Reported procedure: GC revealed that peaks assigned to carbonyl compounds such as acrolein, 3-allyloxy-1-propionaldehyde and 3-hydroxy-1-propionaldehyde were not detected (these carbonyl compounds showed GC detection limit of 10 ppm or less in this example), but diallyl ether and 1,3-diallyloxypropane were produced. The reactants are [N+](=O)([O-])C1=CC(=NC=C1)N1CCN(CC1)C(=O)OCC(C)(C)C (2,2-Dimethylpropyl 4-(4-nitropyridin-2-yl)-1-piperazinecarboxylate), [H][H] (hydrogen). Reagents/catalysts: [OH-].[Pd+2].[OH-].[C] (palladium hydroxide carbon). The solvent is CO (methanol). Yields the product NC1=CC(=NC=C1)N1CCN(CC1)C(=O)OCC(C)(C)C (2,2-Dimethylpropyl 4-(4-aminopyridin-2-yl)-1-piperazinecarboxylate). Yield: 11.0%. RXN SMILES: [N+:1]([C:4]1[CH:9]=[CH:8][N:7]=[C:6]([N:10]2[CH2:15][CH2:14][N:13]([C:16]([O:18][CH2:19][C:20]([CH3:23])([CH3:22])[CH3:21])=[O:17])[CH2:12][CH2:11]2)[CH:5]=1)([O-])=O.[H][H]>CO.[OH-].[Pd+2].[OH-].[C]>[NH2:1][C:4]1[CH:9]=[CH:8][N:7]=[C:6]([N:10]2[CH2:15][CH2:14][N:13]([C:16]([O:18][CH2:19][C:20]([CH3:23])([CH3:22])[CH3:21])=[O:17])[CH2:12][CH2:11]2)[CH:5]=1 |f:3.4.5.6|. Procedure: 2,2-Dimethylpropyl 4-(4-nitropyridin-2-yl)-1-piperazinecarboxylate (482 mg) obtained in Example 8 was dissolved in methanol (10 mL), and a catalytic amount of palladium hydroxide-carbon was added thereto, stirred in a hydrogen atmosphere at room temperature for 2 hours, and the reaction liquid was filtered. The filtrate was evaporated, and the resulting residue was isolated and purified through thin-layer silica gel chromatography (chloroform/methanol=19/1) to obtain 48 mg of the entitled compou... The reactants are N.CO (NH3 MeOH), C(C)OC(=O)C1=NC(=CC(=C1)Cl)C1=CC(=CC=C1)OC1=CC=C(C=C1)F (4-chloro-6-[3-(4-fluoro-phenoxy)-phenyl]-pyridine-2-carboxylic acid ethyl ester). Solvent: CO (methanol). Reaction conditions: time 3 hour. The product is ClC1=CC(=NC(=C1)C1=CC(=CC=C1)OC1=CC=C(C=C1)F)C(=O)N (4-chloro-6-[3-(4-fluoro-phenoxy)-phenyl]-pyridine-2-carboxylic acid amide), solid. The yield is 65.0%. As a reaction SMILES: [NH3:1].CO.C([O:6][C:7]([C:9]1[CH:14]=[C:13]([Cl:15])[CH:12]=[C:11]([C:16]2[CH:21]=[CH:20][CH:19]=[C:18]([O:22][C:23]3[CH:28]=[CH:27][C:26]([F:29])=[CH:25][CH:24]=3)[CH:17]=2)[N:10]=1)=O)C>CO>[Cl:15][C:13]1[CH:12]=[C:11]([C:16]2[CH:21]=[CH:20][CH:19]=[C:18]([O:22][C:23]3[CH:28]=[CH:27][C:26]([F:29])=[CH:25][CH:24]=3)[CH:17]=2)[N:10]=[C:9]([C:7]([NH2:1])=[O:6])[CH:14]=1 |f:0.1|. Procedure: In a 50-ml vial with a screw-top septum, 4-chloro-6-[3-(4-fluoro-phenoxy)-phenyl]-pyridine-2-carboxylic acid ethyl ester (0.445 g) was dissolved in 3 ml methanol. 7N NH3/MeOH (6 ml) was added to the solution and stirred for 3 hours, at which time the reaction was complete. The reaction mixture was concentrated under reduced pressure and the residue was suspended in about 3 ml methanol. The suspension was collected by vacuum filtration and washed with cold methanol to provide 0.267 g of 4-chloro-... Reactants: Cl (HCl), C(C)OC(CCCOC=1C=C2C(=C(N(C2=CC1)CCCCCC)C)CC(=O)N)=O (4-[[3-(2-amino-2-oxoethyl)-1-hexyl-2-methyl-1-H-indol-5-yl]oxy]butanoic acid ethyl ester), [OH-].[Na+] (NaOH), O (water). The solvent is CO (MeOH). Product: NC(CC1=C(N(C2=CC=C(C=C12)OCCCC(=O)O)CCCCCC)C)=O (4-[[3-(2-amino-2-oxoethyl)-1-hexyl-2-methyl-1-H-indol-5-yl]oxy]butanoic acid). Isolated yield 24.0%. As a reaction SMILES: C([O:3][C:4](=[O:29])[CH2:5][CH2:6][CH2:7][O:8][C:9]1[CH:10]=[C:11]2[C:15](=[CH:16][CH:17]=1)[N:14]([CH2:18][CH2:19][CH2:20][CH2:21][CH2:22][CH3:23])[C:13]([CH3:24])=[C:12]2[CH2:25][C:26]([NH2:28])=[O:27])C.[OH-].[Na+].O.Cl>CO>[NH2:28][C:26](=[O:27])[CH2:25][C:12]1[C:11]2[C:15](=[CH:16][CH:17]=[C:9]([O:8][CH2:7][CH2:6][CH2:5][C:4]([OH:29])=[O:3])[CH:10]=2)[N:14]([CH2:18][CH2:19][CH2:20][CH2:21][CH2:22][CH3:23])[C:13]=1[CH3:24] |f:1.2|. Procedure details: A mixture of 170 mg (0.42 mmol) of [4-[[3-(2-amino-2-oxoethyl)-1-hexyl-2-methyl-1-H-indol-5-yl]oxy]butanoic acid ethyl ester and 1 mL of 5N NaOH in 20 mL of MeOH was heated to maintain reflux for 2.5 hours, cooled, poured into water and made strongly acidic with 5N HCl. The mixture was extracted with ethyl acetate, dried (Na2SO4), concentrated at reduced pressure and the residue crystallized from MeOH. There was obtained 37 mg (24% yield) of [4-[[3-(2-amino-2-oxoethyl)-1-hexyl-2-methyl-1-H-indol...